From a dataset of the Open Reaction Database (ORD), a public repository of structured organic reaction records. describe an organic reaction: reactants, conditions, products, and yield Reactants: CC(=O)Oc1ccc(C(=O)N2CCN(C(=O)OC(C)(C)C)CC2)cc1, O=C([O-])[O-], CO, [K+], [K+]. Yields the product CC(C)(C)OC(=O)N1CCN(C(=O)c2ccc(O)cc2)CC1. RXN SMILES: [C:1](=[O:2])([CH3:3])[O:4][c:5]1[cH:6][cH:7][c:8]([C:9](=[O:10])[N:11]2[CH2:12][CH2:13][N:14]([C:17](=[O:18])[O:19][C:20]([CH3:21])([CH3:22])[CH3:23])[CH2:15][CH2:16]2)[cH:24][cH:25]1.[C:26](=[O:27])([O-:28])[O-:29].[CH3:32][OH:33].[K+:30].[K+:31]>>[OH:4][c:5]1[cH:6][cH:7][c:8]([C:9](=[O:10])[N:11]2[CH2:12][CH2:13][N:14]([C:17](=[O:18])[O:19][C:20]([CH3:21])([CH3:22])[CH3:23])[CH2:15][CH2:16]2)[cH:24][cH:25]1. Starting materials: C(=O)(OC(C)(C)C)[C@@](COC(=O)Cl)(C(=O)OC(C1=CC=CC=C1)C1=CC=CC=C1)N ((2R)-2-BOC-amino-2-diphenylmethoxycarbonylethoxycarbonyl chloride), N1=CC=CC=C1 (pyridine), C1(=CC=C(C=C1)S(=O)(=O)O)C.C1(=CC=CC=C1)C(C1=CC=CC=C1)OC(=O)C1=C(CS[C@H]2N1C([C@H]2NC([C@H](NC(=O)N2C(C(N(CC2)CC)=O)=O)C2=CC=C(C=C2)N)=O)=O)COC(C)=O (3-acetoxymethyl-7β-[(2R)-2-(4-aminophenyl)-2-(4-ethyl-2,3-dioxopiperazine-1-carboxamido)-acetamido]-3-cephem-4-carboxylic acid diphenylmethyl ester p-toluenesulphonate). Solvent: O1CCCC1 (tetrahydrofuran). Yields the product C1(=CC=CC=C1)C(C1=CC=CC=C1)OC(=O)C1=C(CS[C@H]2N1C([C@H]2NC([C@H](NC(=O)N2C(C(N(CC2)CC)=O)=O)C2=CC=C(C=C2)N(C(=O)OC[C@H](C(=O)OC(C2=CC=CC=C2)C2=CC=CC=C2)C(=O)OC(C)(C)C)N)=O)=O)COC(C)=O (3-acetoxymethyl-7β-{(2R)-2-[4-((2R)-2-BOC-amino-2-diphenylmethoxycarbonylethoxycarbonylamino)-phenyl]-2-(4-ethyl-2,3-dioxopiperazine-1-carboxamido)-acetamido}-3-cephem-4-carboxylic acid diphenylmethyl ester). As a reaction SMILES: C1(C)C=CC(S(O)(=O)=O)=CC=1.[C:12]1([CH:18]([O:25][C:26]([C:28]2[N:33]3[C:34](=[O:60])[C@@H:35]([NH:36][C:37](=[O:59])[C@@H:38]([C:52]4[CH:57]=[CH:56][C:55]([NH2:58])=[CH:54][CH:53]=4)[NH:39][C:40]([N:42]4[CH2:47][CH2:46][N:45]([CH2:48][CH3:49])[C:44](=[O:50])[C:43]4=[O:51])=[O:41])[C@H:32]3[S:31][CH2:30][C:29]=2[CH2:61][O:62][C:63](=[O:65])[CH3:64])=[O:27])[C:19]2[CH:24]=[CH:23][CH:22]=[CH:21][CH:20]=2)[CH:17]=[CH:16][CH:15]=[CH:14][CH:13]=1.[C:66]([C@:73](N)([C:79]([O:81][CH:82]([C:89]1[CH:94]=[CH:93][CH:92]=[CH:91][CH:90]=1)[C:83]1[CH:88]=[CH:87][CH:86]=[CH:85][CH:84]=1)=[O:80])[CH2:74][O:75][C:76](Cl)=[O:77])([O:68][C:69]([CH3:72])([CH3:71])[CH3:70])=[O:67].[N:96]1C=CC=CC=1>O1CCCC1>[C:12]1([CH:18]([O:25][C:26]([C:28]2[N:33]3[C:34](=[O:60])[C@@H:35]([NH:36][C:37](=[O:59])[C@@H:38]([C:52]4[CH:57]=[CH:56][C:55]([N:58]([NH2:96])[C:76]([O:75][CH2:74][C@@H:73]([C:66]([O:68][C:69]([CH3:71])([CH3:70])[CH3:72])=[O:67])[C:79]([O:81][CH:82]([C:83]5[CH:88]=[CH:87][CH:86]=[CH:85][CH:84]=5)[C:89]5[CH:94]=[CH:93][CH:92]=[CH:91][CH:90]=5)=[O:80])=[O:77])=[CH:54][CH:53]=4)[NH:39][C:40]([N:42]4[CH2:47][CH2:46][N:45]([CH2:48][CH3:49])[C:44](=[O:50])[C:43]4=[O:51])=[O:41])[C@H:32]3[S:31][CH2:30][C:29]=2[CH2:61][O:62][C:63](=[O:65])[CH3:64])=[O:27])[C:19]2[CH:20]=[CH:21][CH:22]=[CH:23][CH:24]=2)[CH:13]=[CH:14][CH:15]=[CH:16][CH:17]=1 |f:0.1|. Procedure details: In the manner described in Example 12, 4.56 g of 3-acetoxymethyl-7β-[(2R)-2-(4-aminophenyl)-2-(4-ethyl-2,3-dioxopiperazine-1-carboxamido)-acetamido]-3-cephem-4-carboxylic acid diphenylmethyl ester p-toluenesulphonate are reacted with 3.8 g of (2R)-2-BOC-amino-2-diphenylmethoxycarbonylethoxycarbonyl chloride and 0.95 ml of pyridine in 135 ml of tetrahydrofuran and worked up. Th resulting crude product is chromatographed over 400 g of silica gel (500 ml fractions), fractions 1-12 being eluted with... Starting materials: CCN=C=NCCCN(C)C.Cl (N-(3-dimethylaminopropyl)-N-ethylcarbodiimide hydrochloride), ice, COC1=NC(=CC(=N1)C=1C=C(C=CC1)C1(CCOCC1)C(=O)O)NCCC1=CC=C(C=C1)OC(F)(F)F (4-(3-{2-methoxy-6-[2-(4-trifluoromethoxy-phenyl)-ethylamino]-pyrimidin-4-yl}-phenyl)-tetrahydro-pyran-4-carboxylic acid), CS(=O)(=O)N (methanesulfonamide). The reagents and catalysts are CN(C1=CC=NC=C1)C (4-dimethylaminopyridine). Run in C(Cl)Cl (DCM). Reaction conditions: time 8 hour. Yields the product COC1=NC(=CC(=N1)C=1C=C(C=CC1)C1(CCOCC1)C(=O)NS(=O)(=O)C)NCCC1=CC=C(C=C1)OC(F)(F)F (N-[4-(3-{2-methoxy-6-[2-(4-trifluoromethoxy-phenyl)-ethylamino]-pyrimidin-4-yl}-phenyl)-tetrahydro-pyran-4-carbonyl]-methanesulfonamide). The yield is 76.1%. Reaction SMILES: CCN=C=NCCCN(C)C.Cl.[CH3:13][O:14][C:15]1[N:20]=[C:19]([C:21]2[CH:22]=[C:23]([C:27]3([C:33](O)=[O:34])[CH2:32][CH2:31][O:30][CH2:29][CH2:28]3)[CH:24]=[CH:25][CH:26]=2)[CH:18]=[C:17]([NH:36][CH2:37][CH2:38][C:39]2[CH:44]=[CH:43][C:42]([O:45][C:46]([F:49])([F:48])[F:47])=[CH:41][CH:40]=2)[N:16]=1.[CH3:50][S:51]([NH2:54])(=[O:53])=[O:52]>CN(C)C1C=CN=CC=1.C(Cl)Cl>[CH3:13][O:14][C:15]1[N:20]=[C:19]([C:21]2[CH:22]=[C:23]([C:27]3([C:33]([NH:54][S:51]([CH3:50])(=[O:53])=[O:52])=[O:34])[CH2:28][CH2:29][O:30][CH2:31][CH2:32]3)[CH:24]=[CH:25][CH:26]=2)[CH:18]=[C:17]([NH:36][CH2:37][CH2:38][C:39]2[CH:44]=[CH:43][C:42]([O:45][C:46]([F:49])([F:48])[F:47])=[CH:41][CH:40]=2)[N:16]=1 |f:0.1|. Procedure: N-(3-dimethylaminopropyl)-N-ethylcarbodiimide hydrochloride (39 mg, 0.2 mmol) is added to a stirred ice cold solution of N-[4-(3-{2-methoxy-6-[2-(4-trifluoromethoxy-phenyl)-ethylamino]-pyrimidin-4-yl}-phenyl)-tetrahydro-pyran-4-carboxylic acid (100 mg, 0.19 mmol), methanesulfonamide (19.3 mg, 0.2 mmol) and 4-dimethylaminopyridine (23.6 mg, 0.19 mmol) in dry DCM under nitrogen. The reaction mixture is stirred overnight at room temperature and concentrated in vacuo. The residue is dissolved in eth... Reactants: OC=1C=C(C=CC1)[C@H]1[C@@H](C1)CNC(CCC)=O ((trans)-N-[[2-(3-Hydroxyphenyl)cyclopropyl]methyl] butanamide), C(CCC)(=O)N (butanamide), B(Br)(Br)Br (BBr3). Solvent: ClCCl (dichloromethane). Reaction conditions: time 18 hour. Yields the product C(C=C)OC=1C=C(C=CC1)[C@H]1[C@@H](C1)CNC(CCC)=O ((trans)-N-[[2-[3-(2-Propenyloxy)phenyl]cyclopropyl]methyl] butanamide). Yield: 75.0%. Reaction SMILES: [OH:1][C:2]1[CH:3]=[C:4]([C@@H:8]2[CH2:10][C@H:9]2[CH2:11][NH:12][C:13](=[O:17])[CH2:14][CH2:15][CH3:16])[CH:5]=[CH:6][CH:7]=1.[C:18](N)(=O)[CH2:19][CH2:20]C.B(Br)(Br)Br>ClCCl>[CH2:20]([O:1][C:2]1[CH:3]=[C:4]([C@@H:8]2[CH2:10][C@H:9]2[CH2:11][NH:12][C:13](=[O:17])[CH2:14][CH2:15][CH3:16])[CH:5]=[CH:6][CH:7]=1)[CH:19]=[CH2:18]. Reported procedure: (trans)-N-[[2-(3-Hydroxyphenyl)cyclopropyl]methyl] butanamide: To a stirred solution of (trans)-N-[f2-(3-methoxyphenyl)cyclopropyl]methyl]butanamide (3.50 g, 14.2 mmol) in dichloromethane (50 mL) at -78° C. was added BBr3 (28.4 mL, 1N in CH2Cl2, 28.4 mmol) dropwise. After addition was complete, the cooling bath was removed and stirring was continued for 18 h. The solution was poured over ice/H2O (100 mL) and extracted with 2.5N NaOH. The basic extracts were combined, washed with dichloromethane,... Starting materials: 6.c, O(C1=CC=CC=C1)CC(=O)Cl (phenoxyacetyl chloride), solution, C[Si](C)(C)C=[N+]=[N-] (trimethylsilyldiazomethane), PTFE, Br (HBr). Solvent: CC#N (MeCN), CCCCCC (hexane), C(C)(=O)O (acetic acid). Conditions: time 1 hour. The product is BrCC(COC1=CC=CC=C1)=O (3-Bromo-1-phenoxyacetone). As a reaction SMILES: [O:1]([CH2:8][C:9](Cl)=[O:10])[C:2]1[CH:7]=[CH:6][CH:5]=[CH:4][CH:3]=1.[CH3:12][Si](C=[N+]=[N-])(C)C.[BrH:19]>CC#N.CCCCCC.C(O)(=O)C>[Br:19][CH2:12][C:9](=[O:10])[CH2:8][O:1][C:2]1[CH:7]=[CH:6][CH:5]=[CH:4][CH:3]=1. Reported procedure: To a solution of 6.c (0.050 mmol) of phenoxyacetyl chloride in 250 μL of anhyd MeCN in a 1-dram short vial (Wheaton Glass) was added 50 μL (0.100 mmol) of a 2 M solution of trimethylsilyldiazomethane in hexane and the vial capped with a PTFE-lined cap. After stirring 1 h at room temperature on a vortex shaker, the mixture was cooled (0° C.) and 21 μL (0.105 mmol) of 30 wt % HBr in acetic acid was added dropwise (gas evolution). After vortexing for 10 min, the mixture was concentrated in vacuo on... The product is CN[C@H]1CC[C@H](C2=C1C=CC=C2)C=3C=CC(=C(C3)Cl)Cl (Sertraline). Reaction SMILES: [CH3:1][NH:2][C@@H:3]1[C:8]2[CH:9]=[CH:10][CH:11]=[CH:12][C:7]=2[C@H:6]([C:13]2[CH:14]=[CH:15][C:16]([Cl:20])=[C:17]([Cl:19])[CH:18]=2)[CH2:5][CH2:4]1.Cl.[OH-].[Na+]>O>[CH3:1][NH:2][C@@H:3]1[C:8]2[CH:9]=[CH:10][CH:11]=[CH:12][C:7]=2[C@H:6]([C:13]2[CH:14]=[CH:15][C:16]([Cl:20])=[C:17]([Cl:19])[CH:18]=2)[CH2:5][CH2:4]1 |f:0.1,2.3|. Isolated yield 98.0%. The reactants are CN[C@H]1CC[C@H](C2=C1C=CC=C2)C=3C=CC(=C(C3)Cl)Cl.Cl (Sertraline hydrochloride), [OH-].[Na+] (NaOH). Procedure details: Sertraline hydrochloride (5 grams) was dissolved in water (one liter). To this solution the required amount of 1N NaOH was added until the pH of the solution was adjusted to 8.0. The resulting solids were filtered and washed with deionized water (50 mL per gram of solid). The solids were dried at 40° C. in a vacuum oven for 48 hours. The yield was 98%. mp 67° C. Solvent: O (water).